This data is from the Open Reaction Database (ORD), a public repository of structured organic reaction records. The task is: describe an organic reaction: reactants, conditions, products, and yield Reactants: N[C@H]1[C@H](CC2=CC=CC=C12)O ((1R,2S)-1-amino-2-indanol), C(C)(=O)OC(C)=O (acetic anhydride). Run in C(Cl)Cl (CH2Cl2). Reaction conditions: time 1 hour. Yields the product O[C@H]1[C@@H](C2=CC=CC=C2C1)NC(C)=O (N-((1R.2R)-2-hydroxy-indan-1-yl)-acetamide). As a reaction SMILES: [NH2:1][C@@H:2]1[C:10]2[C:5](=[CH:6][CH:7]=[CH:8][CH:9]=2)[CH2:4][C@@H:3]1[OH:11].[C:12](OC(=O)C)(=[O:14])[CH3:13]>C(Cl)Cl>[OH:11][C@@H:3]1[CH2:4][C:5]2[C:10](=[CH:9][CH:8]=[CH:7][CH:6]=2)[C@H:2]1[NH:1][C:12](=[O:14])[CH3:13]. Reported procedure: (1R,2S)-1-amino-2-indanol (2.0 g) is suspended in 100 mL CH2Cl2 and at RT combined with acetic anhydride (1.27 mL). The reaction mixture is stirred for 1 h at RT. After the reaction has ended the solvent is eliminated using the rotary evaporator and the crude product (HPLC-MS: tRet.=0.81 min; MS (M+H)+=192) is used in subsequent reactions without further purification. Product: C1C(CCN2CCC3=C(C12)C=CC=C3)NC(=S)NC3=CC=CC=C3 (1-(1,3,4,6,7,11b-Hexahydro-2H-benzo[a]quinolizin-2-yl)-3-phenylthiourea). Yield: 56.7%. Reaction SMILES: [NH2:1][CH:2]1[CH2:11][CH:10]2[N:5]([CH2:6][CH2:7][C:8]3[CH:15]=[CH:14][CH:13]=[CH:12][C:9]=32)[CH2:4][CH2:3]1.[C:16]1([N:22]=[C:23]=[S:24])[CH:21]=[CH:20][CH:19]=[CH:18][CH:17]=1>C1C=CC=CC=1>[CH2:11]1[CH:10]2[N:5]([CH2:6][CH2:7][C:8]3[CH:15]=[CH:14][CH:13]=[CH:12][C:9]=32)[CH2:4][CH2:3][CH:2]1[NH:1][C:23]([NH:22][C:16]1[CH:21]=[CH:20][CH:19]=[CH:18][CH:17]=1)=[S:24]. The solvent is C1=CC=CC=C1 (benzene). The reactants are NC1CCN2CCC3=C(C2C1)C=CC=C3 (2-Amino-1,3,4,6,7,11b-hexahydro-2H-benzo[a]quinolizine), C1(=CC=CC=C1)N=C=S (phenyl isothiocyanate). Procedure: 2-Amino-1,3,4,6,7,11b-hexahydro-2H-benzo[a]quinolizine (0.766 g) and phenyl isothiocyanate (0.563 g) were condensed together in benzene (50 ml) in a manner analogous to that of Example 1 to give the title compound (0.724 g). Crystallization from EtOH/HCl afforded the hydrochloride (0.950 g), m.p. 213.5° C. C20H23N3S.HCl requires C, 64.25; H, 6.47; N, 11.24% Found: C, 63.94; H, 6.56; N, 11.16%. Reactants: [NH4+].OC(CC(=O)N)(CC(=O)[O-])C (3-hydroxy-3-methylglutaric acid monoamide, ammonium salt). Solvent: O (water). Product: OC(CC(=O)N)(CC(=O)O)C (3-hydroxy-3-methylglutaric acid monoamide). Reaction SMILES: [NH4+].[OH:2][C:3]([CH3:12])([CH2:8][C:9]([O-:11])=[O:10])[CH2:4][C:5]([NH2:7])=[O:6]>O>[OH:2][C:3]([CH3:12])([CH2:8][C:9]([OH:11])=[O:10])[CH2:4][C:5]([NH2:7])=[O:6] |f:0.1|. Reported procedure: A solution of 1.78 g. (0.01 moles) of 3-hydroxy-3-methylglutaric acid monoamide, ammonium salt in 50 ml of water is passed through a 100 ml column of Dowex 50 (H+) resin. The resulting eluate is then evaporated to dryness to afford 3-hydroxy-3-methylglutaric acid monoamide. The reactants are C(C)(C)(C)NS(=O)(=O)C1=C(C=CC=C1)C1=CC(=C(C=C1)CC(C(C#N)=NOC)C(CCCC)=O)F (3-[[2'-(N-t-butylsulfamoyl)-3-fluorobiphenyl-4-yl]methyl]-2-methoxyimino-4-oxooctanenitrile), Cl.N(N)C=1C=C(C(=O)OCC)C=CC1C(F)(F)F (ethyl 3-hydrazino-4-(trifluoromethyl)benzoate hydrochloride). Product: C(CCC)C1=NN(C(=C1CC1=C(C=C(C=C1)C1=C(C=CC=C1)S(N)(=O)=O)F)C#N)C1=C(C=CC(=C1)C(=O)OCC)C(F)(F)F (3-n-Butyl-1-[5-(ethoxycarbonyl)-2-(trifluoromethyl)phenyl]-4-[(3-fluoro-2'-sulfamoylbiphenyl-4-yl)methyl]-1H-pyrazole-5-carbonitrile). RXN SMILES: C([NH:5][S:6]([C:9]1[CH:14]=[CH:13][CH:12]=[CH:11][C:10]=1[C:15]1[CH:20]=[CH:19][C:18]([CH2:21][CH:22]([C:29](=O)[CH2:30][CH2:31][CH2:32][CH3:33])[C:23](=NOC)[C:24]#[N:25])=[C:17]([F:35])[CH:16]=1)(=[O:8])=[O:7])(C)(C)C.Cl.[NH:37]([C:39]1[CH:40]=[C:41]([CH:47]=[CH:48][C:49]=1[C:50]([F:53])([F:52])[F:51])[C:42]([O:44][CH2:45][CH3:46])=[O:43])[NH2:38]>>[CH2:30]([C:29]1[C:22]([CH2:21][C:18]2[CH:19]=[CH:20][C:15]([C:10]3[CH:11]=[CH:12][CH:13]=[CH:14][C:9]=3[S:6](=[O:8])(=[O:7])[NH2:5])=[CH:16][C:17]=2[F:35])=[C:23]([C:24]#[N:25])[N:37]([C:39]2[CH:40]=[C:41]([C:42]([O:44][CH2:45][CH3:46])=[O:43])[CH:47]=[CH:48][C:49]=2[C:50]([F:51])([F:52])[F:53])[N:38]=1)[CH2:31][CH2:32][CH3:33] |f:1.2|. Procedure: The title compound is prepared by reaction of 3-[[2'-(N-t-butylsulfamoyl)-3-fluorobiphenyl-4-yl]methyl]-2-methoxyimino-4-oxooctanenitrile (from Step J) with ethyl 3-hydrazino-4-(trifluoromethyl)benzoate hydrochloride (from Step E) according to the procedure of Example 1, Step G. Reactants: C=1C=CC2=C(C1)N=NN2O (HOBT), C(C)(C)N(CC)C(C)C (IPEA), FC(C(=O)O)(F)F.ClCCC\C(\C(=O)O)=C/C1=CC(=C(C=C1)N1C=NC(=C1)C)OC (5-chloro-2-{1-[3-methoxy-4-(4-methylimidazol-1-yl)phenyl]-(E)-methylidene}valeric acid trifluoroacetic acid salt), Cl.Cl.COC(CN)(C1=CC=NC=C1)OC (β,β-dimethoxy-4-pyridineethaneamine dihydrochloride). The solvent is O (water), C(C)(=O)OCC (Ethyl acetate), CN(C)C=O (DMF), C(CCl)Cl (EDC). Conditions: time 12 hour. Product: ClCCC\C(\C(=O)OCC(C1=CC=NC=C1)(OC)OC)=C/C1=CC(=C(C=C1)N1C=NC(=C1)C)OC (2,2-dimethoxy-2-pyridin-4-ylethyl 5-chloro-2-{1-[3-methoxy-4-(4-methyl-1H-imidazol-1-yl)phenyl]-(E)-methylidene}valerate). Isolated yield 73.8%. RXN SMILES: C1C=CC2N(O)N=NC=2C=1.C(N(C(C)C)CC)(C)C.FC(F)(F)C(O)=O.[Cl:27][CH2:28][CH2:29][CH2:30]/[C:31](=[CH:35]\[C:36]1[CH:41]=[CH:40][C:39]([N:42]2[CH:46]=[C:45]([CH3:47])[N:44]=[CH:43]2)=[C:38]([O:48][CH3:49])[CH:37]=1)/[C:32]([OH:34])=[O:33].Cl.Cl.[CH3:52][O:53][C:54]([O:63][CH3:64])([C:57]1[CH:62]=[CH:61][N:60]=[CH:59][CH:58]=1)[CH2:55]N>CN(C=O)C.O.C(OCC)(=O)C.C(Cl)CCl>[Cl:27][CH2:28][CH2:29][CH2:30]/[C:31](=[CH:35]\[C:36]1[CH:41]=[CH:40][C:39]([N:42]2[CH:46]=[C:45]([CH3:47])[N:44]=[CH:43]2)=[C:38]([O:48][CH3:49])[CH:37]=1)/[C:32]([O:34][CH2:55][C:54]([O:63][CH3:64])([O:53][CH3:52])[C:57]1[CH:58]=[CH:59][N:60]=[CH:61][CH:62]=1)=[O:33] |f:2.3,4.5.6|. Reported procedure: EDC (1.28 g), HOBT (902 mg) and IPEA (2.33 mL) were sequentially added to a solution of 5-chloro-2-{1-[3-methoxy-4-(4-methylimidazol-1-yl)phenyl]-(E)-methylidene}valeric acid trifluoroacetic acid salt (1 g) and β,β-dimethoxy-4-pyridineethaneamine dihydrochloride (740 mg) as a known compound (CAS #167897-36-1) in DMF (15 mL), and the reaction solution was stirred at room temperature for 12 hours. Ethyl acetate and water were added to the reaction solution, and the organic layer was separated. The... Reactants: OC1=CC=C(OC(C(=O)NC)C)C=C1 ((RS)-2-(4-hydroxy-phenoxy)-N-methyl-propionamide), ClC=1C=C(CBr)C=CC1 (3-chloro-benzylbromide), C([O-])([O-])=O.[K+].[K+] (potassium carbonate). Solvent: CC(CC)=O (2-butanone). Yields the product ClC=1C=C(COC2=CC=C(OC(C(=O)NC)C)C=C2)C=CC1 ((RS)-2-[4-(3-chloro-benzyloxy)-phenoxy]-N-methyl-propionamide). RXN SMILES: [OH:1][C:2]1[CH:14]=[CH:13][C:5]([O:6][CH:7]([CH3:12])[C:8]([NH:10][CH3:11])=[O:9])=[CH:4][CH:3]=1.[Cl:15][C:16]1[CH:17]=[C:18]([CH:21]=[CH:22][CH:23]=1)[CH2:19]Br.C(=O)([O-])[O-].[K+].[K+]>CC(=O)CC>[Cl:15][C:16]1[CH:17]=[C:18]([CH:21]=[CH:22][CH:23]=1)[CH2:19][O:1][C:2]1[CH:3]=[CH:4][C:5]([O:6][CH:7]([CH3:12])[C:8]([NH:10][CH3:11])=[O:9])=[CH:13][CH:14]=1 |f:2.3.4|. Procedure details: In analogy to the procedure described in Example 3b), the alkylation of (RS)-2-(4-hydroxy-phenoxy)-N-methyl-propionamide with 3-chloro-benzylbromide in 2-butanone using potassium carbonate as the base yielded the (RS)-2-[4-(3-chloro-benzyloxy)-phenoxy]-N-methyl-propionamide as a white solid; MS: m/e=320 (M+H)+. Starting materials: NC(=O)c1cc(C(F)(F)F)ncc1Br, [Na+], [OH-], O=P(Cl)(Cl)Cl. Yields the product N#Cc1cc(C(F)(F)F)ncc1Br. RXN SMILES: [Br:1][c:2]1[cH:3][n:4][c:5]([C:11]([F:12])([F:13])[F:14])[cH:6][c:7]1[C:8](=[O:9])[NH2:10].[Na+:16].[OH-:15].[P:17]([Cl:18])([Cl:19])([Cl:20])=[O:21]>>[Br:1][c:2]1[cH:3][n:4][c:5]([C:11]([F:12])([F:13])[F:14])[cH:6][c:7]1[C:8]#[N:10].